The task is: describe an organic reaction: reactants, conditions, products, and yield. This data is from the Open Reaction Database (ORD), a public repository of structured organic reaction records. Reactants: [Si](C)(C)(C(C)(C)C)O[C@@H]1C[C@H]2CC[C@H]3[C@]4(CC[C@@H]([C@@]4(C)CC[C@@H]3[C@]2(CC1)C)C1=COC=C1)OC (3β-tert-butyldimethylsilyloxy-14β-methoxy-17β-(3-furyl)-5β-androstane), solution, [F-].C(CCC)[N+](CCCC)(CCCC)CCCC (tetrabutylammonium fluoride), [Cl-].[Na+] (sodium chloride). Yields the product CO[C@]12CC[C@@H]([C@@]1(C)CC[C@@H]1[C@]3(CC[C@@H](C[C@H]3CC[C@@H]21)O)C)C2=COC=C2 (14β-Methoxy-17β-(3-furyl)-5β-androstan-3β-ol). The yield is 87.1%. Reaction SMILES: [Si]([O:8][C@H:9]1[CH2:26][CH2:25][C@@:24]2([CH3:27])[C@H:11]([CH2:12][CH2:13][C@@H:14]3[C@@H:23]2[CH2:22][CH2:21][C@@:19]2([CH3:20])[C@:15]3([O:33][CH3:34])[CH2:16][CH2:17][C@@H:18]2[C:28]2[CH:32]=[CH:31][O:30][CH:29]=2)[CH2:10]1)(C(C)(C)C)(C)C.[F-].C([N+](CCCC)(CCCC)CCCC)CCC.[Cl-].[Na+]>>[CH3:34][O:33][C@@:15]12[C@H:14]3[C@@H:23]([C@:24]4([CH3:27])[C@H:11]([CH2:12][CH2:13]3)[CH2:10][C@@H:9]([OH:8])[CH2:26][CH2:25]4)[CH2:22][CH2:21][C@:19]1([CH3:20])[C@@H:18]([C:28]1[CH:32]=[CH:31][O:30][CH:29]=1)[CH2:17][CH2:16]2 |f:1.2,3.4|. Procedure: A solution of 3.0 g of 3β-tert-butyldimethylsilyloxy-14β-methoxy-17β-(3-furyl)-5β-androstane in 57 ml of a 1.0M solution of tetrabutylammonium fluoride was heated at 70° C. under nitrogen for an hr and then poured into a saturated solution of sodium chloride. The mixture was extracted with ethyl acetate and the organic layer was dried over sodium sulfate, evaporated to dryness under reduced pressure and purified by flash-chromatography (SiO2) using n-hexane/ethyl acetate 80/20 as eluant to give ... Starting materials: N1CC(C1)C(=O)OC(C)(C)C (tert-Butyl azetidine-3-carboxylate), N1CC(C1)C(=O)O (azetidine-3-carboxylic acid), amine, C1=CN(C=N1)C(=O)N2C=CN=C2 (CDI), compound 4.3, NO (hydroxylamine). The solvent is C(C)(C)(C)O (tert-butyl alcohol). The product is N1CC(C1)C(=O)O (azetidine-3-carboxylic acid), C(=O)C1=CC=C(C#N)C=C1 (4-formylbenzonitrile). RXN SMILES: [NH:1]1[CH2:4][CH:3]([C:5]([O:7]C(C)(C)C)=[O:6])[CH2:2]1.[NH:12]1[CH2:15][CH:14]([C:16](O)=O)[CH2:13]1.C1N=CN(C(N2C=NC=C2)=O)C=1.NO>C(O)(C)(C)C>[NH:1]1[CH2:4][CH:3]([C:5]([OH:7])=[O:6])[CH2:2]1.[CH:5]([C:3]1[CH:2]=[CH:16][C:14]([C:13]#[N:12])=[CH:15][CH:4]=1)=[O:7]. Reported procedure: tert-Butyl azetidine-3-carboxylate (3.6) may be prepared from azetidine-3-carboxylic acid (3.5) via protection of the amine (for example with the CBZ group) followed by esterification of the acid with tert-butyl alcohol in the presence of a coupling reagent (for example CDI) and then removal of the amine protecting group. (Z)-tert-butyl 1-(4-(N′-hydroxycarbamimidoyl)benzyl)azetidine-3-carboxylate (2.1) is available from the reaction of tert-butyl azetidine-3-carboxylate (3.6) with 4-formylbenzon... Yield: 13.1%. RXN SMILES: [Cl-].[F:2][C:3]([F:42])([F:41])[C:4]1[CH:5]=[C:6]([C@H:14]2[O:18][C:17](=[O:19])[N:16]([CH2:20][C:21]3[C:26]([C:27]4[CH:32]=[C:31]([CH:33]([CH3:35])[CH3:34])[C:30]([F:36])=[CH:29][C:28]=4[O:37][CH3:38])=[CH:25][CH:24]=[C:23]([Cl:39])[N:22]=3)[C@H:15]2[CH3:40])[CH:7]=[C:8]([C:10]([F:13])([F:12])[F:11])[CH:9]=1.N1C=CC=N1.C(=O)([O-])[O-].[Cs+].[Cs+].CN(C)CCN>O1CCOCC1.[Cu]I>[F:13][C:10]([F:11])([F:12])[C:8]1[CH:7]=[C:6]([C@H:14]2[O:18][C:17](=[O:19])[N:16]([CH2:20][C:21]3[C:26]([C:27]4[CH:32]=[C:31]([CH:33]([CH3:35])[CH3:34])[C:30]([F:36])=[CH:29][C:28]=4[O:37][CH3:38])=[CH:25][CH:24]=[C:23]([Cl:39])[N:22]=3)[C@H:15]2[CH3:40])[CH:5]=[C:4]([C:3]([F:2])([F:42])[F:41])[CH:9]=1 |f:0.1,3.4.5|. Reaction conditions: temperature 110 celsius. The product is FC(C=1C=C(C=C(C1)C(F)(F)F)[C@@H]1[C@@H](N(C(O1)=O)CC1=NC(=CC=C1C1=C(C=C(C(=C1)C(C)C)F)OC)Cl)C)(F)F ((4S,5R)-5-[3,5-bis(trifluoromethyl)phenyl]-3-({6-chloro-3-[4-fluoro-2-methoxy-5-(propan-2-yl)phenyl]pyridin-2-yl}methyl)-4-methyl-1,3-oxazolidin-2-one). The solvent is O1CCOCC1 (dioxane). Procedure: (4S,5R)-5-[3,5-Bis(trifluoromethyl)phenyl]-3-({6-chloro-3-[4-fluoro-2-methoxy-5-(propan-2-yl)phenyl]pyridin-2-yl}methyl)-4-methyl-1,3-oxazolidin-2-one chloride (40 mg, 0.066 mmol) and pyrazole (5.40 mg, 0.079 mmol) were dissolved in dioxane (0.7 mL) in a 2-5 mL microwave vial. Cesium carbonate (43.1 mg, 0.132 mmol) and copper(I) iodide (12.6 mg, 0.066 mmol) were added and the mixture was degassed. N,N-dimethylethylenediamine (23.3 mg, 0.264 mmol) was added before sealing the system and heating (... Reagents/catalysts: [Cu]I (copper(I) iodide). Starting materials: C([O-])([O-])=O.[Cs+].[Cs+] (Cesium carbonate), CN(CCN)C (N,N-dimethylethylenediamine), [Cl-].FC(C=1C=C(C=C(C1)C(F)(F)F)[C@@H]1[C@@H](N(C(O1)=O)CC1=NC(=CC=C1C1=C(C=C(C(=C1)C(C)C)F)OC)Cl)C)(F)F ((4S,5R)-5-[3,5-Bis(trifluoromethyl)phenyl]-3-({6-chloro-3-[4-fluoro-2-methoxy-5-(propan-2-yl)phenyl]pyridin-2-yl}methyl)-4-methyl-1,3-oxazolidin-2-one chloride), N1N=CC=C1 (pyrazole). Reactants: C[Si](C#CC=1SC(=CC1)C)(C)C (1-trimethylsilyl-2-(5-methylthien-2-yl)ethyne), [F-].C(CCC)[N+](CCCC)(CCCC)CCCC (tetrabutylammonium fluoride), [F-].[K+] (potassium fluoride), BrC=1SC=CN1 (2-bromothiazole). Run in C(C)N(CC)CC (triethylamine), C(C)#N (acetonitrile). Yields the product CC1=CC=C(S1)C#CC=1SC=CN1 (1-(5-methylthien-2-yl)-2-(thiazol-2-yl)ethyne). Isolated yield 41.8%. RXN SMILES: C[Si](C)(C)[C:3]#[C:4][C:5]1[S:6][C:7]([CH3:10])=[CH:8][CH:9]=1.[F-].C([N+](CCCC)(CCCC)CCCC)CCC.[F-].[K+].Br[C:34]1[S:35][CH:36]=[CH:37][N:38]=1>C(N(CC)CC)C.C(#N)C>[CH3:10][C:7]1[S:6][C:5]([C:4]#[C:3][C:34]2[S:35][CH:36]=[CH:37][N:38]=2)=[CH:9][CH:8]=1 |f:1.2,3.4|. Procedure: In a manner similar to Step E of Example 3, the reaction of 7.96 gram (0.0410 mole) of 1-trimethylsilyl-2-(5-methylthien-2-yl)ethyne, 1.23 gram (3.9×10-4 mole) of tetrabutylammonium fluoride, and 2.6 gram (0.045 mole) of potassium fluoride in 120 ml of triethylamine and 40 ml of acetonitrile with 6.39 grams (0.0390 mole) of 2-bromothiazole yielded 3.35 grams of 1-(5-methylthien-2-yl)-2-(thiazol-2-yl)ethyne as an oil. The reactants are C(C=C)C1=C2C=CN(C2=CC=C1O)CC(C)(C)C (4-allyl-5-hydroxy-N-neopentylindole). The reagents and catalysts are [Pd] (palladium on charcoal). The solvent is C(C)(=O)OCC (ethyl acetate). The product is OC=1C(=C2C=CN(C2=CC1)CC(C)(C)C)CCC (5-hydroxy-4-propyl-N-neopentylindole). RXN SMILES: [CH2:1]([C:4]1[C:12]([OH:13])=[CH:11][CH:10]=[C:9]2[C:5]=1[CH:6]=[CH:7][N:8]2[CH2:14][C:15]([CH3:18])([CH3:17])[CH3:16])[CH:2]=[CH2:3]>C(OCC)(=O)C.[Pd]>[OH:13][C:12]1[C:4]([CH2:1][CH2:2][CH3:3])=[C:5]2[C:9](=[CH:10][CH:11]=1)[N:8]([CH2:14][C:15]([CH3:17])([CH3:16])[CH3:18])[CH:7]=[CH:6]2. Procedure details: 4-Allyl-5-hydroxy-N-neopentylindole (Step C; 1.0 g, 3.54 mmol) was taken up in 25 mL ethyl acetate and hydrogenated (1 atm) at ambient temperature using 5% palladium on charcoal (40 mg) for 2 hours. The reaction was filtered through celite and concentrated in vacuo to provide the title compound which was used without further purification.